Dataset: the Open Reaction Database (ORD), a public repository of structured organic reaction records. Task: describe an organic reaction: reactants, conditions, products, and yield Reactants: CCOC(=O)c1cncc(Br)c1, CCCC[Sn](CCCC)(CCCC)c1c(F)cccc1F, [Pd], c1ccc(P(c2ccccc2)c2ccccc2)cc1, Cc1ccccc1C, c1ccc(P(c2ccccc2)c2ccccc2)cc1, c1ccc(P(c2ccccc2)c2ccccc2)cc1, c1ccc(P(c2ccccc2)c2ccccc2)cc1. Product: CCOC(=O)c1cncc(-c2c(F)cccc2F)c1. RXN SMILES: [Br:22][c:23]1[cH:24][n:25][cH:26][c:27]([C:28](=[O:29])[O:30][CH2:31][CH3:32])[cH:33]1.[F:1][c:2]1[c:3]([Sn:9]([CH2:10][CH2:11][CH2:12][CH3:13])([CH2:14][CH2:15][CH2:16][CH3:17])[CH2:18][CH2:19][CH2:20][CH3:21])[c:4]([F:8])[cH:5][cH:6][cH:7]1.[Pd:42].[c:100]1([P:101]([c:102]2[cH:103][cH:104][cH:105][cH:106][cH:107]2)[c:108]2[cH:109][cH:110][cH:111][cH:112][cH:113]2)[cH:114][cH:115][cH:116][cH:117][cH:118]1.[c:34]1([CH3:35])[c:36]([CH3:37])[cH:38][cH:39][cH:40][cH:41]1.[c:43]1([P:44]([c:45]2[cH:46][cH:47][cH:48][cH:49][cH:50]2)[c:51]2[cH:52][cH:53][cH:54][cH:55][cH:56]2)[cH:57][cH:58][cH:59][cH:60][cH:61]1.[c:62]1([P:63]([c:64]2[cH:65][cH:66][cH:67][cH:68][cH:69]2)[c:70]2[cH:71][cH:72][cH:73][cH:74][cH:75]2)[cH:76][cH:77][cH:78][cH:79][cH:80]1.[c:81]1([P:82]([c:83]2[cH:84][cH:85][cH:86][cH:87][cH:88]2)[c:89]2[cH:90][cH:91][cH:92][cH:93][cH:94]2)[cH:95][cH:96][cH:97][cH:98][cH:99]1>>[F:1][c:2]1[c:3](-[c:23]2[cH:24][n:25][cH:26][c:27]([C:28](=[O:29])[O:30][CH2:31][CH3:32])[cH:33]2)[c:4]([F:8])[cH:5][cH:6][cH:7]1. Product: COc1ccc(CC(=O)O)cc1Oc1ccc(Cl)cc1CN1C(=O)OC(c2ccccc2)C1C. RXN SMILES: [CH2:1]([CH3:2])[O:3][C:4]([CH2:5][c:6]1[cH:7][c:8]([O:14][c:15]2[c:16]([CH2:22][N:23]3[C:24](=[O:35])[O:25][CH:26]([c:29]4[cH:30][cH:31][cH:32][cH:33][cH:34]4)[CH:27]3[CH3:28])[cH:17][c:18]([Cl:21])[cH:19][cH:20]2)[c:9]([O:12][CH3:13])[cH:10][cH:11]1)=[O:36].[Na+:38].[OH-:37]>>[O:3]=[C:4]([CH2:5][c:6]1[cH:7][c:8]([O:14][c:15]2[c:16]([CH2:22][N:23]3[C:24](=[O:35])[O:25][CH:26]([c:29]4[cH:30][cH:31][cH:32][cH:33][cH:34]4)[CH:27]3[CH3:28])[cH:17][c:18]([Cl:21])[cH:19][cH:20]2)[c:9]([O:12][CH3:13])[cH:10][cH:11]1)[OH:36]. Reactants: CCOC(=O)Cc1ccc(OC)c(Oc2ccc(Cl)cc2CN2C(=O)OC(c3ccccc3)C2C)c1, [Na+], [OH-]. RXN SMILES: [CH2:18]([C:19]#[C:20][CH3:21])[OH:22].[CH3:1][S:2](=[O:3])(=[O:4])[c:5]1[n:6][s:7][c:8]([CH:10]2[CH2:11][CH:12]([CH2:16][CH3:17])[CH2:13][CH2:14][CH2:15]2)[n:9]1.[CH3:25][N:26]([CH3:27])[CH:28]=[O:29].[H-:23].[Na+:24]>>[c:5]1([O:22][CH2:18][C:19]#[C:20][CH3:21])[n:6][s:7][c:8]([CH:10]2[CH2:11][CH:12]([CH2:16][CH3:17])[CH2:13][CH2:14][CH2:15]2)[n:9]1. Yields the product CC#CCOc1nsc(C2CCCC(CC)C2)n1. The reactants are CC#CCO, CCC1CCCC(c2nc(S(C)(=O)=O)ns2)C1, CN(C)C=O, [H-], [Na+]. Starting materials: C(=O)C1=CC=C(C(=O)Cl)C=C1 (4-formylbenzoyl chloride), C(C=C)#N (acrylonitrile). Yields the product C(=O)C1=CC=C(C=CC#N)C=C1 (4-formylcinnamonitrile). Yield: 44.6%. As a reaction SMILES: [CH:1]([C:3]1[CH:11]=[CH:10][C:6]([C:7](Cl)=[O:8])=[CH:5][CH:4]=1)=O.[C:12](#[N:15])[CH:13]=C>>[CH:7]([C:6]1[CH:10]=[CH:11][C:3]([CH:1]=[CH:13][C:12]#[N:15])=[CH:4][CH:5]=1)=[O:8]. Procedure details: The procedure described in Example 28 is repeated, except that 8.23 g (0.05 mol) of 4-formylbenzoyl chloride and 3.32 g (0.0625 mol) of acrylonitrile are used. After a reaction time of 3 hours at 120° C., 3.5 g (0.0223 mol) of 4-formylcinnamonitrile are obtained, corresponding to a yield of 44.6% of theory; melting point 122° C. Analysis for C10H7NO (molecular weight 157): calculated C 76.22%, H 4.49%, N 8.91%, found C 76.30%, H 4.55%, N 8.96%. Reactants: CC(C)(C)OC(=O)NC1CCN(C2c3ccccc3OCC2OCc2cc(Br)cc(Br)c2)CC1, CI, [H-], [Na+], C1CCOC1, O. Yields the product CN(C(=O)OC(C)(C)C)C1CCN(C2c3ccccc3OCC2OCc2cc(Br)cc(Br)c2)CC1. As a reaction SMILES: [Br:3][c:4]1[cH:5][c:6]([CH2:7][O:8][CH:9]2[CH2:10][O:11][c:12]3[cH:13][cH:14][cH:15][cH:16][c:17]3[CH:18]2[N:19]2[CH2:20][CH2:21][CH:22]([NH:25][C:26]([O:27][C:28]([CH3:29])([CH3:30])[CH3:31])=[O:32])[CH2:23][CH2:24]2)[cH:33][c:34]([Br:36])[cH:35]1.[CH3:37][I:38].[H-:1].[Na+:2].[O:39]1[CH2:40][CH2:41][CH2:42][CH2:43]1.[OH2:44]>>[Br:3][c:4]1[cH:5][c:6]([CH2:7][O:8][CH:9]2[CH2:10][O:11][c:12]3[cH:13][cH:14][cH:15][cH:16][c:17]3[CH:18]2[N:19]2[CH2:20][CH2:21][CH:22]([N:25]([C:26]([O:27][C:28]([CH3:29])([CH3:30])[CH3:31])=[O:32])[CH3:37])[CH2:23][CH2:24]2)[cH:33][c:34]([Br:36])[cH:35]1. The reactants are isoamyl acetal, OC1=CC=C(C=C1)C(=O)C=O (p-hydroxyphenylglyoxal), 4-2[2'(3''-methylbutoxy)ethyl]phenol. Reagents/catalysts: [Pd] (palladium). Run in CO (methanol). Product: CC(CCOCCC1=CC=C(C=C1)O)C (4-[2'-(3''-Methylbutoxy)ethyl]phenol). Yield: 40.0%. Reaction SMILES: [OH:1][C:2]1[CH:7]=[CH:6][C:5]([C:8]([CH:10]=[O:11])=O)=[CH:4][CH:3]=1>[Pd].CO>[CH3:6][CH:5]([CH3:8])[CH2:4][CH2:3][O:11][CH2:10][CH2:8][C:5]1[CH:6]=[CH:7][C:2]([OH:1])=[CH:3][CH:4]=1. Procedure: An autoclave was charged with isoamyl acetal of p-hydroxyphenylglyoxal (20 g, 65 mmol), palladium catalyst (2 g, 10% Pd/C 2 mmol) and methanol (150 ml, 5% HCl). After purging with nitrogen, the autoclave was pressured to 50 psig with hydrogen. After three (3) hours, the pressure dropped to 15 psig. The reaction was then recharged with hydrogen to 50 psig for one (1) hour. Then, it was further charged with hydrogen to 200 psig and was allowed to carry out the reaction overnight at 40° C. Analysis... The reactants are COc1ccc2c(c1)C13CCN(C)C(C2)C1CCC(=O)C3, CCO, ClC(Cl)Cl, [K+], [K+], N#CBr, O=C([O-])[O-]. RXN SMILES: [CH3:1][O:2][c:3]1[cH:4][cH:5][c:6]2[c:15]([cH:16]1)[C:14]13[CH:9]([CH:8]([CH2:7]2)[N:19]([CH3:20])[CH2:18][CH2:17]1)[CH2:10][CH2:11][C:12](=[O:21])[CH2:13]3.[CH3:31][CH2:32][OH:33].[CH:34]([Cl:35])([Cl:36])[Cl:37].[K+:22].[K+:23].[N:28]#[C:29][Br:30].[O-:24][C:25]([O-:26])=[O:27]>>[CH3:1][O:2][c:3]1[cH:4][cH:5][c:6]2[c:15]([cH:16]1)[C:14]13[CH:9]([CH:8]([CH2:7]2)[N:19]([C:20]#[N:28])[CH2:18][CH2:17]1)[CH2:10][CH2:11][C:12](=[O:21])[CH2:13]3. Product: COc1ccc2c(c1)C13CCN(C#N)C(C2)C1CCC(=O)C3.